Dataset: the Open Reaction Database (ORD), a public repository of structured organic reaction records. Task: describe an organic reaction: reactants, conditions, products, and yield Reactants: CC1=NOC=C1C(=O)O (3-methylisoxazole-4-carboxylic acid), NC1=CC2=C(C=N1)C(C(N2C2CC2)=O)(C)C (6-amino-1-cyclopropyl-3,3-dimethyl-1H-pyrrolo[3,2-c]pyridin-2(3H)-one). Product: C1(CC1)N1C(C(C=2C=NC(=CC21)NC(=O)C=2C(=NOC2)C)(C)C)=O (N-(1-Cyclopropyl-3,3-dimethyl-2-oxo-2,3-dihydro-1H-pyrrolo[3,2-c]pyridin-6-yl)-3-methylisoxazole-4-carboxamide). Reaction SMILES: [CH3:1][C:2]1[C:6]([C:7]([OH:9])=O)=[CH:5][O:4][N:3]=1.[NH2:10][C:11]1[N:16]=[CH:15][C:14]2[C:17]([CH3:25])([CH3:24])[C:18](=[O:23])[N:19]([CH:20]3[CH2:22][CH2:21]3)[C:13]=2[CH:12]=1>>[CH:20]1([N:19]2[C:13]3[CH:12]=[C:11]([NH:10][C:7]([C:6]4[C:2]([CH3:1])=[N:3][O:4][CH:5]=4)=[O:9])[N:16]=[CH:15][C:14]=3[C:17]([CH3:24])([CH3:25])[C:18]2=[O:23])[CH2:22][CH2:21]1. Procedure details: Prepared in analogy to example 26 from 3-methylisoxazole-4-carboxylic acid and 6-amino-1-cyclopropyl-3,3-dimethyl-1H-pyrrolo[3,2-c]pyridin-2(3H)-one (example 79c). The title compound was obtained as light brown viscous oil. Procedure details: The product of Example 268D (0.10 g, 0.27 mmol) was reacted with 3-methylbutanal (0.5 g, 5.8 mmol) in N,N-dimethylacetamide (3 mL) in a sealed tube at 130° C. for 40 minutes in a microwave reactor. The reaction was cooled to 25° C. and concentrated under vacuum. The resulting residue was triturated with diethyl ether and filtered to give the title compound (0.083 g, 71%). Isolated yield 71.4%. Product: O=S1(N=C(NC2=C1C=CC=C2)C2=C(C1=C(N(C2=O)N=CCC(C)C)C=CS1)O)=O (6-(1,1-dioxido-4H-1,2,4-benzothiadiazin-3-yl)-7-hydroxy-4-{[3-methylbutylidene]amino}thieno[3,2-b]pyridin-5(4H)-one). RXN SMILES: [NH2:1][N:2]1[C:7](=[O:8])[C:6]([C:9]2[NH:14][C:13]3[CH:15]=[CH:16][CH:17]=[CH:18][C:12]=3[S:11](=[O:20])(=[O:19])[N:10]=2)=[C:5]([OH:21])[C:4]2[S:22][CH:23]=[CH:24][C:3]1=2.[CH3:25][CH:26]([CH3:30])[CH2:27][CH:28]=O>CN(C)C(=O)C>[O:19]=[S:11]1(=[O:20])[C:12]2[CH:18]=[CH:17][CH:16]=[CH:15][C:13]=2[NH:14][C:9]([C:6]2[C:7](=[O:8])[N:2]([N:1]=[CH:28][CH2:27][CH:26]([CH3:30])[CH3:25])[C:3]3[CH:24]=[CH:23][S:22][C:4]=3[C:5]=2[OH:21])=[N:10]1. Run at temperature 25 celsius. Run in CN(C(C)=O)C (N,N-dimethylacetamide). Reactants: NN1C2=C(C(=C(C1=O)C1=NS(C3=C(N1)C=CC=C3)(=O)=O)O)SC=C2 (4-amino-6-(1,1-dioxido-4H-1,2,4-benzothiadiazin-3-yl)-7-hydroxythieno[3,2-b]pyridin 5(4H)-one), CC(CC=O)C (3-methylbutanal). Starting materials: COC(=O)C12CCC(CC1)(CC2)C(=O)OC (Bicyclo[2.2.2]octane-1,4-dicarboxylic acid dimethyl ester), O.O.O.O.O.O.O.O.[OH-].[Ba+2].[OH-] (barium hydroxide octahydrate). The solvent is CO (methanol), O (water), O (water). Run at temperature 22.5 celsius, time 18 hour. The product is COC(=O)C12CCC(CC1)(CC2)C(=O)O (Bicyclo-[2.2.2]octane-1,4-dicarboxylic acid monomethyl ester). As a reaction SMILES: [CH3:1][O:2][C:3]([C:5]12[CH2:12][CH2:11][C:8]([C:13]([O:15]C)=[O:14])([CH2:9][CH2:10]1)[CH2:7][CH2:6]2)=[O:4].O.O.O.O.O.O.O.O.[OH-].[Ba+2].[OH-]>CO.O>[CH3:1][O:2][C:3]([C:5]12[CH2:12][CH2:11][C:8]([C:13]([OH:15])=[O:14])([CH2:9][CH2:10]1)[CH2:7][CH2:6]2)=[O:4] |f:1.2.3.4.5.6.7.8.9.10.11|. Reported procedure: A mixture of Bicyclo[2.2.2]octane-1,4-dicarboxylic acid dimethyl ester (III, Example 80, 20.4 g, 89.5 mmol), barium hydroxide octahydrate (14 g, 44.7 mmol) in methanol (160 ml) and water (40 ml) is stirred at 20-25° C. for 18 hour. The mixture is diluted with water (600 ml) and extracted with hexane (150 ml×2). The aqueous mixture is acidified (6 N hydrochloric acid) to pH=1-2 and extracted with chloroform (150 ml×2). The combined chloroform extracts are concentrated. The residue is dissolved in...